From a dataset of the Open Reaction Database (ORD), a public repository of structured organic reaction records. describe an organic reaction: reactants, conditions, products, and yield Reactants: C[Al](C)C (Trimethylaluminum), Cl.C(C)N (Ethylamine hydrochloride), C(C1=CC=CC=C1)N1CCC(CC1)C(=O)OCC (ethyl 1-benzylpiperidine-4-carboxylate). The solvent is C1(=CC=CC=C1)C (toluene), C1(=CC=CC=C1)C (toluene). Reaction conditions: time 1 hour. Product: C(C)NC(=O)C1CCN(CC1)CC1=CC=CC=C1 (N-Ethyl-1-benzyl-4-piperidinyl carboxamide). RXN SMILES: Cl.[CH2:2]([NH2:4])[CH3:3].C[Al](C)C.[CH2:9]([N:16]1[CH2:21][CH2:20][CH:19]([C:22](OCC)=[O:23])[CH2:18][CH2:17]1)[C:10]1[CH:15]=[CH:14][CH:13]=[CH:12][CH:11]=1>C1(C)C=CC=CC=1>[CH2:2]([NH:4][C:22]([CH:19]1[CH2:18][CH2:17][N:16]([CH2:9][C:10]2[CH:15]=[CH:14][CH:13]=[CH:12][CH:11]=2)[CH2:21][CH2:20]1)=[O:23])[CH3:3] |f:0.1|. Reported procedure: Ethylamine hydrochloride (6.59 g, 80.8 mmol) is dissolved in 40 ml dry toluene and cooled to 0°. Trimethylaluminum (2M in toluene, 40.4 ml, 80.8 mmol) is slowly added and after 30 min at 0° the mixture is warmed to 20°-25°. After one hr gas evolution has ceased. Then ethyl 1-benzylpiperidine-4-carboxylate (10.0 g, 40.4 mmol) is added in 20 ml of toluene and the mixture is heated to 85° for 2 hr. The reaction is quenched cautiously with 5% hydrochloric acid, then adjusted to pH 8 with sodium hydr... The reactants are NC1=CC=CC=C1 (aniline), C(C)(=O)OC=1C=C2C(NC=NC2=CC1OC)=O (6-acetoxy-7-methoxy-quinazolin-4-one). Reagents/catalysts: CN(C)C=O (DMF). Solvent: O=S(Cl)Cl (SOCl2). Conditions: temperature 100 celsius, time 3 hour. Yields the product C(C)(=O)OC=1C=C2C(NC=NC2=CC1OC)=O (6-Acetoxy-7-methoxy-quinazolin-4-one), C(C)(=O)OC=1C=C2C(=NC=NC2=CC1OC)NC1=CC=CC=C1 (6-acetoxy-7-methoxy-4-phenylamino-quinazoline). Reaction SMILES: [C:1]([O:4][C:5]1[CH:6]=[C:7]2[C:12](=[CH:13][C:14]=1[O:15][CH3:16])[N:11]=[CH:10][NH:9][C:8]2=[O:17])(=[O:3])[CH3:2].[NH2:18][C:19]1[CH:24]=[CH:23][CH:22]=[CH:21][CH:20]=1>O=S(Cl)Cl.CN(C=O)C>[C:1]([O:4][C:5]1[CH:6]=[C:7]2[C:12](=[CH:13][C:14]=1[O:15][CH3:16])[N:11]=[CH:10][NH:9][C:8]2=[O:17])(=[O:3])[CH3:2].[C:1]([O:4][C:5]1[CH:6]=[C:7]2[C:12](=[CH:13][C:14]=1[O:15][CH3:16])[N:11]=[CH:10][N:9]=[C:8]2[NH:18][C:19]1[CH:24]=[CH:23][CH:22]=[CH:21][CH:20]=1)(=[O:3])[CH3:2]. Reported procedure: 6-Acetoxy-7-methoxy-quinazolin-4-one (RO0505111-000) was synthesized according to the literature procedure of Gibson, K. H. et al. Bioorganic & Medicinal Chemistry Letters, 1997, 7(21), 2723–2728. To a solution of 6-acetoxy-7-methoxy-quinazolin-4-one (RO0505111-000) (1.2 g, 5.13 mmol) in SOCl2 (30 mL) Aldrich) was added a few drops of DMF (0.1 mL). The reaction mixture was then heated with stirring at 100° C. for 3 hours. The solvents were evaporated and the residue was dried in vacuo. The resid... Reactants: C(C1=CC=CC=C1)N1CCN(CCN(CCN(CC1)CC1=CC=CC=C1)CC1=CC=CC=C1)CC(NCCOCCOCCNC(CN1CCN(CCN(CCN(CC1)CC1=CC=CC=C1)CC1=CC=CC=C1)CC1=CC=CC=C1)=O)=O (1,14-bis(4,7,10-tribenzyl-1,4,7,10-tetraazacyclododecyl)-2,13-dioxo-3,12-diaza-6,9-dioxatetradecane), [H][H] (hydrogen). Reagents/catalysts: [Pd] (Pd/C). Run in C(C)O (ethanol). Product: N1(CCNCCNCCNCC1)CC(NCCOCCOCCNC(CN1CCNCCNCCNCC1)=O)=O (1,14-bis-(1,4,7,10-tetraazacyclododecyl)-2,13-dioxo-3,12-diaza-6,9-dioxatetradecane). Reaction SMILES: C([N:8]1[CH2:19][CH2:18][N:17](CC2C=CC=CC=2)[CH2:16][CH2:15][N:14](CC2C=CC=CC=2)[CH2:13][CH2:12][N:11]([CH2:34][C:35](=[O:82])[NH:36][CH2:37][CH2:38][O:39][CH2:40][CH2:41][O:42][CH2:43][CH2:44][NH:45][C:46](=[O:81])[CH2:47][N:48]2[CH2:59][CH2:58][N:57](CC3C=CC=CC=3)[CH2:56][CH2:55][N:54](CC3C=CC=CC=3)[CH2:53][CH2:52][N:51](CC3C=CC=CC=3)[CH2:50][CH2:49]2)[CH2:10][CH2:9]1)C1C=CC=CC=1.[H][H]>[Pd].C(O)C>[N:11]1([CH2:34][C:35](=[O:82])[NH:36][CH2:37][CH2:38][O:39][CH2:40][CH2:41][O:42][CH2:43][CH2:44][NH:45][C:46](=[O:81])[CH2:47][N:48]2[CH2:59][CH2:58][NH:57][CH2:56][CH2:55][NH:54][CH2:53][CH2:52][NH:51][CH2:50][CH2:49]2)[CH2:12][CH2:13][NH:14][CH2:15][CH2:16][NH:17][CH2:18][CH2:19][NH:8][CH2:9][CH2:10]1. Reported procedure: A 100 mL Autoclave pressure reactor was charged with 9.2 g (8.3 mmol) of 8, 50 mL of ethanol and 3 g of 10% Pd/C. The reactor was pressurized to 220 psig with hydrogen for 3 hours at 80° C. The mixture was filtered and the filtrate was concentrated to a slightly yellow oil. 1H NMR, 13C NMR, and mass spectroscopy data were consistent with 9. The yield of 9 was essentially quantitative. Reactants: C(#N)C=1C(=NC(=NC1)C1=CC=C(C=C1)CCCCCCC)O (5-cyano-4-hydroxy-2-(4-n-heptylphenyl)-pyrimidine), P(=O)(Cl)(Cl)Cl (phosphorus oxychloride), [OH-].[Na+] (sodium hydroxide), Cl.C(CCCCCC)C1=CC=C(C(=N)N)C=C1 (p-n-heptylbenzamidine hydrochloride), C(C)OC(C(C#N)=COCC)=O (α-ethoxymethylene- α-cyanoacetic acid ethyl ester), CC[O-].[Na+] (sodium ethylate). Solvent: C(C)O (ethanol). Product: ClC1=NC(=NC=C1C#N)C1=CC=C(C=C1)CCCCCCC (4-chloro-5-cyano-2-(4-n-heptylphenyl)-pyrimidine). As a reaction SMILES: Cl.C(C1C=CC(C(N)=N)=CC=1)CCCCCC.C(OC(=O)C(=COCC)C#N)C.CC[O-].[Na+].[OH-].[Na+].[C:36]([C:38]1[C:39](O)=[N:40][C:41]([C:44]2[CH:49]=[CH:48][C:47]([CH2:50][CH2:51][CH2:52][CH2:53][CH2:54][CH2:55][CH3:56])=[CH:46][CH:45]=2)=[N:42][CH:43]=1)#[N:37].P(Cl)(Cl)([Cl:60])=O>C(O)C>[Cl:60][C:39]1[C:38]([C:36]#[N:37])=[CH:43][N:42]=[C:41]([C:44]2[CH:49]=[CH:48][C:47]([CH2:50][CH2:51][CH2:52][CH2:53][CH2:54][CH2:55][CH3:56])=[CH:46][CH:45]=2)[N:40]=1 |f:0.1,3.4,5.6|. Reported procedure: The starting material can be obtained according to the procedure of A. R. Todd and F. Bergel, J. Chem. Soc. 1937, 365 by reaction of p-n-heptylbenzamidine hydrochloride with α-ethoxymethylene- α-cyanoacetic acid ethyl ester and sodium ethylate in ethanol and then with sodium hydroxide solution. The resulting 5-cyano-4-hydroxy-2-(4-n-heptylphenyl)-pyrimidine (melting point 195.6°-198.6° C) is treated with phosphorus oxychloride to give 4-chloro-5-cyano-2-(4-n-heptylphenyl)-pyrimidine having a mel... Starting materials: C(C)(C)C1=C(C(=CC=C1)C(C)C)NS(=O)(=O)CC(=O)NC=1N=NN(N1)CCCCCCCCCCCC (2-(2,6-Diisopropyl-phenylsulfamoyl)-N-(dodecyl-2-H-tetrazol-5-yl)-acetamide), C1(CCCC1)C(CN)C1=CC=CC=C1 (2-cyclopentyl-2-phenylethylamine). Product: C(C)(C)C1=C(C(=CC=C1)C(C)C)NS(=O)(=O)CC(=O)NCC(C1=CC=CC=C1)C1CCCC1 (2-(2,6-Diisopropylphenylsulfamoyl)-N-(2-cyclopentyl-2-phenylethyl)-acetamide). As a reaction SMILES: [CH:1]([C:4]1[CH:9]=[CH:8][CH:7]=[C:6]([CH:10]([CH3:12])[CH3:11])[C:5]=1[NH:13][S:14]([CH2:17][C:18]([NH:20][C:21]1N=NN(CCCCCCCCCCCC)N=1)=[O:19])(=[O:16])=[O:15])([CH3:3])[CH3:2].[CH:38]1([CH:43]([C:46]2[CH:51]=[CH:50][CH:49]=[CH:48][CH:47]=2)CN)[CH2:42][CH2:41][CH2:40][CH2:39]1>>[CH:1]([C:4]1[CH:9]=[CH:8][CH:7]=[C:6]([CH:10]([CH3:12])[CH3:11])[C:5]=1[NH:13][S:14]([CH2:17][C:18]([NH:20][CH2:21][CH:43]([CH:38]1[CH2:39][CH2:40][CH2:41][CH2:42]1)[C:46]1[CH:47]=[CH:48][CH:49]=[CH:50][CH:51]=1)=[O:19])(=[O:15])=[O:16])([CH3:2])[CH3:3]. Procedure details: This compound was prepared in the same manner as for the title compound of Example 2, except that 2-DAT was replaced with 2-cyclopentyl-2-phenylethylamine, mp 168°-170° C.